Dataset: the Open Reaction Database (ORD), a public repository of structured organic reaction records. Task: describe an organic reaction: reactants, conditions, products, and yield Starting materials: FC1=CC=C(C=C1)C#CC1=CC=C(C=C1)Br (1-(4-fluorophenyl)-2-(4-bromophenyl)acetylene), [OH-].[Na+] (sodium hydroxide), aqueous solution, [OH-].[Na+] (sodium hydroxide), OO (hydrogen peroxide). Reagents/catalysts: C=1C=CC(=CC1)[P](C=2C=CC=CC2)(C=3C=CC=CC3)[Pd]([P](C=4C=CC=CC4)(C=5C=CC=CC5)C=6C=CC=CC6)([P](C=7C=CC=CC7)(C=8C=CC=CC8)C=9C=CC=CC9)[P](C=1C=CC=CC1)(C=1C=CC=CC1)C=1C=CC=CC1 (tetrakis(triphenylphosphine)palladium). Solvent: O1CCCC1 (tetrahydrofuran), O1CCCC1 (tetrahydrofuran). Yields the product FC1=CC=C(C=C1)C#CC1=CC=C(C=C1)\C=C\CCC (1-(4-fluorophenyl)-2-[4-(1-trans-pentenyl)phenyl]acetylene). Isolated yield 170.2%. RXN SMILES: [F:1][C:2]1[CH:7]=[CH:6][C:5]([C:8]#[C:9][C:10]2[CH:15]=[CH:14][C:13](Br)=[CH:12][CH:11]=2)=[CH:4][CH:3]=1.[OH-].[Na+].OO>O1CCCC1.C1C=CC([P]([Pd]([P](C2C=CC=CC=2)(C2C=CC=CC=2)C2C=CC=CC=2)([P](C2C=CC=CC=2)(C2C=CC=CC=2)C2C=CC=CC=2)[P](C2C=CC=CC=2)(C2C=CC=CC=2)C2C=CC=CC=2)(C2C=CC=CC=2)C2C=CC=CC=2)=CC=1>[F:1][C:2]1[CH:7]=[CH:6][C:5]([C:8]#[C:9][C:10]2[CH:15]=[CH:14][C:13](/[CH:7]=[CH:2]/[CH2:3][CH2:4][CH3:5])=[CH:12][CH:11]=2)=[CH:4][CH:3]=1 |f:1.2,^1:29,31,50,69|. Procedure: In a four necked flask equipped with a stirrer, a reflux condenser and a thermometer which had been replaced by a nitrogen atmosphere, 1-(4-fluorophenyl)-2-(4-bromophenyl)acetylene (3.3 g, 12 mmol), tetrakis(triphenylphosphine)palladium (0.23 g, 0.2 mmol), sodium hydroxide (2.4 g, 60 mmol) and tetrahydrofuran (60 ml) were charged. Then, to the mixture, a solution of E-1-pentenylcatecholborane (20 mmol) in tetrahydrofuran (50 ml) was dropwise added at room temperature, followed by heat refluxing ... Reactants: OC1=CC=C(C=O)C=C1 (4-hydroxybenzaldehyde), C(CC(=O)OC)(=O)OC (dimethyl malonate), C1(=CC=CC=C1)C (toluene), compound [ 8 ], N1CCCCC1 (piperidine). Run in C(C)(=O)O (acetic acid). Reaction conditions: time 1 hour. Yields the product OC1=CC=C(C=C(C(=O)OC)C(=O)OC)C=C1 (dimethyl 2-(4-hydroxybenzylidene)malonate). Isolated yield 96.4%. RXN SMILES: [OH:1][C:2]1[CH:9]=[CH:8][C:5]([CH:6]=O)=[CH:4][CH:3]=1.[C:10]([O:17][CH3:18])(=[O:16])[CH2:11][C:12]([O:14][CH3:15])=[O:13].C1(C)C=CC=CC=1.N1CCCCC1>C(O)(=O)C>[OH:1][C:2]1[CH:9]=[CH:8][C:5]([CH:6]=[C:11]([C:10]([O:17][CH3:18])=[O:16])[C:12]([O:14][CH3:15])=[O:13])=[CH:4][CH:3]=1. Procedure details: To a mixture of 4-hydroxybenzaldehyde (280.9 g), dimethyl malonate (289.2 mL) and toluene (1.12 mL) were successively added acetic acid (13.2 mL) and piperidine (11.4 mL). After dehydration under refluxing at internal temperature of 70° C.–75° C. for about 4 hr, the mixture was cooled to internal temperature of not more than 10° C. and stirred further for 1 hr. The precipitated crystals were collected by filtration and washed with toluene (350 mL) to give the title compound (compound [8]; 523.7 ... Starting materials: BrC=1C=C(C=NC1)NC1=C(C(=NC2=CC(=CC(=C12)F)F)C1=NC=CC(=C1)C)C (N-(5-bromopyridin-3-yl)-5,7-difluoro-3-methyl-2-(4-methylpyridin-2-yl)quinolin-4-amine), B1(OC(C(O1)(C)C)(C)C)B2OC(C(O2)(C)C)(C)C (bis(pinacolato)diboron), C(C)(=O)[O-].[K+] (potassium acetate). Reagents/catalysts: C1=CC=C(C=C1)P(C2=CC=CC=C2)C3=CC=CC=C3.C1=CC=C(C=C1)P(C2=CC=CC=C2)C3=CC=CC=C3.Cl[Pd]Cl (bis(triphenylphosphine)palladium (II) chloride). Solvent: O1CCOCC1 (1,4-dioxane). Run at temperature 95 celsius, time 18 hour. Yields the product FC1=C2C(=C(C(=NC2=CC(=C1)F)C1=NC=CC(=C1)C)C)NC=1C=C(C=NC1)B(O)O (5-(5,7-difluoro-3-methyl-2-(4-methylpyridin-2-yl)quinolin-4-ylamino)pyridin-3-ylboronic acid). Reaction SMILES: Br[C:2]1[CH:3]=[C:4]([NH:8][C:9]2[C:18]3[C:13](=[CH:14][C:15]([F:20])=[CH:16][C:17]=3[F:19])[N:12]=[C:11]([C:21]3[CH:26]=[C:25]([CH3:27])[CH:24]=[CH:23][N:22]=3)[C:10]=2[CH3:28])[CH:5]=[N:6][CH:7]=1.[B:29]1(B2OC(C)(C)C(C)(C)O2)[O:33]C(C)(C)C(C)(C)[O:30]1.C([O-])(=O)C.[K+]>C1C=CC(P(C2C=CC=CC=2)C2C=CC=CC=2)=CC=1.C1C=CC(P(C2C=CC=CC=2)C2C=CC=CC=2)=CC=1.Cl[Pd]Cl.O1CCOCC1>[F:19][C:17]1[CH:16]=[C:15]([F:20])[CH:14]=[C:13]2[C:18]=1[C:9]([NH:8][C:4]1[CH:3]=[C:2]([B:29]([OH:33])[OH:30])[CH:7]=[N:6][CH:5]=1)=[C:10]([CH3:28])[C:11]([C:21]1[CH:26]=[C:25]([CH3:27])[CH:24]=[CH:23][N:22]=1)=[N:12]2 |f:2.3,4.5.6|. Reported procedure: A screwcap vial was charged with N-(5-bromopyridin-3-yl)-5,7-difluoro-3-methyl-2-(4-methylpyridin-2-yl)quinolin-4-amine (225 mg, 0.510 mmol), bis(pinacolato)diboron (194 mg, 0.77 mmol), bis(triphenylphosphine)palladium (II) chloride (35.8 mg, 0.051 mmol), potassium acetate (100 mg, 1.02 mmol), and 1,4-dioxane (5 mL). The mixture was stirred at 95° C. under nitrogen for 18 h, and cooled to rt. The desired product was extracted with DCM and EtOAc, and the combined organic layer was dried over magn... Starting materials: Brc1ccc2c(ccn2Cc2ccccc2)c1, N#Cc1ccc(-n2ccnc2)cc1. Reagents/catalysts: CC(C)(C)c1ccc(-c2ccc(C(C)(C)C)cc2)cc1 (4,4'-di-tert-butylbiphenyl), CC(C)(C)C(=O)[O-].[K+] (KOPiv), Cl[Pd]CC=C.C=CC[Pd]Cl ([Pd(allyl)Cl]2), CN(C)c1ccc(P(C2CCCCC2)C2CCCCC2)cc1 (A-caPhos). Run in CC(=O)N(C)C (DMA), CC(=O)N(C)C (DMA), CC(=O)N(C)C (DMA). Conditions: temperature 120 celsius, time 24 hour. Product: N#Cc1ccc(-n2cncc2-c2ccc3c(ccn3Cc3ccccc3)c2)cc1. The yield is 41.1%. Starting materials: C(C)(C)(C)NC1=NC=NC2=C(C=CC=C12)N (N4-(tert-butyl)quinazoline-4,8-diamine), CCN(C(C)C)C(C)C (DIPEA), ClC1=CC=C(C(=C1C(=O)O)F)CNC(C(C)(C)C)=O (6-chloro-2-fluoro-3-(pivalamidomethyl)benzoic acid), C(C(=O)Cl)(=O)Cl (oxalyl chloride). Reagents/catalysts: CN(C)C=O (DMF). The solvent is C(Cl)Cl (CH2Cl2). Yields the product C(C)(C)(C)NC1=NC=NC2=C(C=CC=C12)NC(C1=C(C(=CC=C1Cl)CNC(C(C)(C)C)=O)F)=O (N-(4-(tert-Butylamino)quinazolin-8-yl)-6-chloro-2-fluoro-3-(pivalamidomethyl)benzamide). Yield: 13.4%. RXN SMILES: [C:1]([NH:5][C:6]1[C:15]2[C:10](=[C:11]([NH2:16])[CH:12]=[CH:13][CH:14]=2)[N:9]=[CH:8][N:7]=1)([CH3:4])([CH3:3])[CH3:2].[Cl:17][C:18]1[C:23]([C:24](O)=[O:25])=[C:22]([F:27])[C:21]([CH2:28][NH:29][C:30](=[O:35])[C:31]([CH3:34])([CH3:33])[CH3:32])=[CH:20][CH:19]=1.C(Cl)(=O)C(Cl)=O.CCN(C(C)C)C(C)C>CN(C=O)C.C(Cl)Cl>[C:1]([NH:5][C:6]1[C:15]2[C:10](=[C:11]([NH:16][C:24](=[O:25])[C:23]3[C:18]([Cl:17])=[CH:19][CH:20]=[C:21]([CH2:28][NH:29][C:30](=[O:35])[C:31]([CH3:32])([CH3:33])[CH3:34])[C:22]=3[F:27])[CH:12]=[CH:13][CH:14]=2)[N:9]=[CH:8][N:7]=1)([CH3:4])([CH3:2])[CH3:3]. Reported procedure: The title compound was prepared following the procedure described in Example-1 using N4-(tert-butyl)quinazoline-4,8-diamine (Intermediate-55, 100 mg, 0.46 mmol), 6-chloro-2-fluoro-3-(pivalamidomethyl)benzoic acid (Intermediate-2, 146 mg, 0.51 mmol), oxalyl chloride (126 mg, 0.99 mmol), DMF (1 drop) and DIPEA (132 mg, 1.03 mmol) in CH2Cl2 (3 mL) to afford 30 mg of the title product. 1H NMR (400 MHz, DMSO-d6): δ 10.39 (s, 1H), 8.69-8.67 (d, J=7.4 Hz, 1H), 8.51 (s, 1H), 8.18-8.16 (m, 2H), 7.54-7.50... The reactants are ClCCl, COC(=O)CC(N)C1CC(c2ccc(OCc3cc(C)nc4ccccc34)cc2)=NO1, Cl, Cl, [Na+], [Na+], O=C([O-])[O-], O=C(Cl)c1ccco1. Product: COC(=O)CC(NC(=O)c1ccco1)C1CC(c2ccc(OCc3cc(C)nc4ccccc34)cc2)=NO1. Reaction SMILES: [CH2:48]([Cl:49])[Cl:50].[CH3:11][O:12][C:13]([CH2:14][CH:15]([CH:16]1[CH2:17][C:18]([c:21]2[cH:22][cH:23][c:24]([O:27][CH2:28][c:29]3[cH:30][c:31]([CH3:39])[n:32][c:33]4[cH:34][cH:35][cH:36][cH:37][c:38]34)[cH:25][cH:26]2)=[N:19][O:20]1)[NH2:40])=[O:41].[ClH:10].[ClH:9].[Na+:42].[Na+:43].[O-:44][C:45](=[O:46])[O-:47].[o:1]1[c:2]([C:6](=[O:7])[Cl:8])[cH:3][cH:4][cH:5]1>>[o:1]1[c:2]([C:6](=[O:7])[NH:40][CH:15]([CH2:14][C:13]([O:12][CH3:11])=[O:41])[CH:16]2[CH2:17][C:18]([c:21]3[cH:22][cH:23][c:24]([O:27][CH2:28][c:29]4[cH:30][c:31]([CH3:39])[n:32][c:33]5[cH:34][cH:35][cH:36][cH:37][c:38]45)[cH:25][cH:26]3)=[N:19][O:20]2)[cH:3][cH:4][cH:5]1.